This data is from the Open Reaction Database (ORD), a public repository of structured organic reaction records. The task is: describe an organic reaction: reactants, conditions, products, and yield The reactants are OCCCC=1NC2=NC=CC=C2N1 (2-(3-hydroxy-propyl)-3H-imidazo[5,4-b]pyridine), [H-].[Na+] (sodium hydride), CI (methyl iodide). The solvent is CN(C=O)C (dimethylformamide). Yields the product OCCCC=1N(C2=NC=CC=C2N1)C (2-(3-Hydroxypropyl)-3-methylimidazo[5,4-b]pyridine). As a reaction SMILES: [OH:1][CH2:2][CH2:3][CH2:4][C:5]1[NH:6][C:7]2[C:12]([N:13]=1)=[CH:11][CH:10]=[CH:9][N:8]=2.[H-].[Na+].[CH3:16]I>CN(C)C=O>[OH:1][CH2:2][CH2:3][CH2:4][C:5]1[N:6]([CH3:16])[C:7]2[C:12]([N:13]=1)=[CH:11][CH:10]=[CH:9][N:8]=2 |f:1.2|. Reported procedure: A procedure similar to that described in Preparation 15 was repeated, except that 3.40 g of 2-(3-hydroxy-propyl)-3H-imidazo[5,4-b]pyridine (prepared as described in Preparation 33), 0.81 g of sodium hydride (as a 55% by weight dispersion in mineral oil), 1.2 ml of methyl iodide and 100 ml of dimethylformamide were used, to give the title compound as a crude product. This crude product was purified by column chromatograpy through silica gel, using a 10:1 by volume mixture of ethyl acetate and met... Reactants: Cl.COC(=O)C1CCN(CC1)CC(=O)O (2-(4-(methoxycarbonyl)piperidin-1-yl)acetic acid hydrochloride), N[C@H](C(=O)NC1=CC=C(C=C1)OC1=CC=C(C=C1)F)COCC1=CC=CC=C1 ((S)-2-amino-3-(benzyloxy)-N-(4-(4-fluorophenoxy)phenyl)propanamide). The product is Compound 238, C(C1=CC=CC=C1)OC[C@@H](C(=O)NC1=CC=C(C=C1)OC1=CC=C(C=C1)F)NC(CN1CCC(CC1)C(=O)OC)=O ((S)-methyl 1-(2-(3-(benzyloxy)-1-(4-(4-fluorophenoxy)phenylamino)-1-oxopropan-2-ylamino)-2-oxoethyl)piperidine-4-carboxylate). Yield: 50.3%. RXN SMILES: Cl.[CH3:2][O:3][C:4]([CH:6]1[CH2:11][CH2:10][N:9]([CH2:12][C:13]([OH:15])=O)[CH2:8][CH2:7]1)=[O:5].[NH2:16][C@@H:17]([CH2:35][O:36][CH2:37][C:38]1[CH:43]=[CH:42][CH:41]=[CH:40][CH:39]=1)[C:18]([NH:20][C:21]1[CH:26]=[CH:25][C:24]([O:27][C:28]2[CH:33]=[CH:32][C:31]([F:34])=[CH:30][CH:29]=2)=[CH:23][CH:22]=1)=[O:19]>>[CH2:37]([O:36][CH2:35][C@H:17]([NH:16][C:13](=[O:15])[CH2:12][N:9]1[CH2:8][CH2:7][CH:6]([C:4]([O:3][CH3:2])=[O:5])[CH2:11][CH2:10]1)[C:18]([NH:20][C:21]1[CH:26]=[CH:25][C:24]([O:27][C:28]2[CH:33]=[CH:32][C:31]([F:34])=[CH:30][CH:29]=2)=[CH:23][CH:22]=1)=[O:19])[C:38]1[CH:43]=[CH:42][CH:41]=[CH:40][CH:39]=1 |f:0.1|. Procedure: Proceeding as in Example 1, but substituting 2-(4-(methoxycarbonyl)piperidin-1-yl)acetic acid hydrochloride and (S)-2-amino-3-(benzyloxy)-N-(4-(4-fluorophenoxy)phenyl)propanamide, gave Compound 238, (S)-methyl 1-(2-(3-(benzyloxy)-1-(4-(4-fluorophenoxy)phenylamino)-1-oxopropan-2-ylamino)-2-oxoethyl)piperidine-4-carboxylate (22.7 mg, 50.3%). Major isomer: 1H-NMR (400 MHz, DMSO-D6): σ 10.21 (s, 1H), 7.95 (d, 1H), 7.60 (d, 2H), 7.29 (m, 5H), 7.21 (t, 2H), 7.04-6.98 (m, 4H), 4.69 (m, 1H), 4.52 (s, 2H... The reactants are IC1=CN=C(N1)[C@H](CCCCCC(=O)NC)NC(OCC1=CC=CC=C1)=O ((S)-benzyl (1-(5-iodo-1H-imidazol-2-yl)-7-(methylamino)-7-oxoheptyl)carbamate), Br (HBr). Run in C(Cl)Cl (DCM), CC(=O)O (AcOH), CO (MeOH). Reaction conditions: time 1 hour. Yields the product N[C@@H](CCCCCC(=O)NC)C=1NC(=CN1)I ((S)-7-amino-7-(5-iodo-1H-imidazol-2-yl)-N-methylheptanamide). RXN SMILES: [I:1][C:2]1[NH:6][C:5]([C@@H:7]([NH:17]C(=O)OCC2C=CC=CC=2)[CH2:8][CH2:9][CH2:10][CH2:11][CH2:12][C:13]([NH:15][CH3:16])=[O:14])=[N:4][CH:3]=1.Br>C(Cl)Cl.CC(O)=O.CO>[NH2:17][C@H:7]([C:5]1[NH:6][C:2]([I:1])=[CH:3][N:4]=1)[CH2:8][CH2:9][CH2:10][CH2:11][CH2:12][C:13]([NH:15][CH3:16])=[O:14]. Reported procedure: A solution of D6 in DCM (0.2 M) was treated with an excess of HBr solution in AcOH at 0° C. and the reaction mixture was stirred at this temperature for 1 h. Then solvents were removed under reduced pressure and excess reagents were removed by repeated addition of toluene and evaporation of the solvent. The residue obtained was dissolved in MeOH, passed through a SCX resin cartridge and the cartridge washed with MeOH. Then, the cartridge was treated with a 7N solution of NH3 in MeOH and the orga... Reactants: C(CCCCCCCCCCC)C=1N=C(NC1)CC (n-dodecyl-2-ethylimidazole), C(CCC)O (n-butanol), C(CCCCCCC)Cl (n-octyl chloride). Reaction conditions: temperature 127 celsius. The product is [Cl-].C(CCCCCCCCCCC)N1C(N(C=C1)CCCCCCCC)CC (1-n-dodecyl-2-ethyl-3-n-octyl-imidazole chloride). Reaction SMILES: C([C:13]1[N:14]=[C:15]([CH2:18][CH3:19])[NH:16][CH:17]=1)CCCCCCCCCCC.[CH2:20]([Cl:28])[CH2:21][CH2:22][CH2:23][CH2:24][CH2:25][CH2:26][CH3:27].[CH2:29](O)[CH2:30][CH2:31][CH3:32]>>[Cl-:28].[CH2:27]([N:14]1[CH:13]=[CH:17][N:16]([CH2:20][CH2:21][CH2:22][CH2:23][CH2:24][CH2:25][CH2:26][CH3:27])[CH:15]1[CH2:18][CH3:19])[CH2:26][CH2:25][CH2:24][CH2:23][CH2:22][CH2:21][CH2:20][CH2:29][CH2:30][CH2:31][CH3:32] |f:3.4|. Procedure details: 1 mole of n-dodecyl-2-ethylimidazole is dissolved in 500 ml of n-butanol and reacted with 1.2 moles of n-octyl chloride. This reaction mixture is heated at 127° C for 15 hours. Then the alcohol and the excess n-octyl chloride are distilled off and the remaining residue is washed with ether. Yield: 204 grams Starting materials: ClC1=CC=C2N(C=3CC(CC(C3C(C2=C1)=O)=O)C1=CC(=C(C=C1)Cl)Cl)O (7-chloro-3-(3,4-dichlorophenyl)-3,4-dihydro-10-hydroxy-1,9(2H,10H)-acridinedione), P(Cl)(Cl)Cl (phosphorous trichloride). Solvent: C(Cl)(Cl)Cl (chloroform), C(Cl)(Cl)Cl (chloroform). Conditions: temperature 50 celsius. Yields the product ClC1=CC=C2NC=3CC(CC(C3C(C2=C1)=O)=O)C1=CC(=C(C=C1)Cl)Cl (7-chloro-3-(3,4-dichlorophenyl)-3,4-dihydro-1,9(2H,10H)-acridinedione). Reaction SMILES: [Cl:1][C:2]1[CH:15]=[C:14]2[C:5]([N:6](O)[C:7]3[CH2:8][CH:9]([C:18]4[CH:23]=[CH:22][C:21]([Cl:24])=[C:20]([Cl:25])[CH:19]=4)[CH2:10][C:11](=[O:17])[C:12]=3[C:13]2=[O:16])=[CH:4][CH:3]=1.P(Cl)(Cl)Cl>C(Cl)(Cl)Cl>[Cl:1][C:2]1[CH:15]=[C:14]2[C:5]([NH:6][C:7]3[CH2:8][CH:9]([C:18]4[CH:23]=[CH:22][C:21]([Cl:24])=[C:20]([Cl:25])[CH:19]=4)[CH2:10][C:11](=[O:17])[C:12]=3[C:13]2=[O:16])=[CH:4][CH:3]=1. Procedure: To 3.0 g of 7-chloro-3-(3,4-dichlorophenyl)-3,4-dihydro-10-hydroxy-1,9(2H,10H)-acridinedione suspended in 30 ml of chloroform is added dropwise 2.1 g of phosphorous trichloride in 20 ml of chloroform. The suspension is warmed at 50° C. for 2 hrs and filtered while warm. The solid is suspended in aqueous ethanol and filtered to give 7-chloro-3-(3,4-dichlorophenyl)-3,4-dihydro-1,9(2H,10H)-acridinedione as a cream solid; mp >325° C. The reactants are C1(=CC=CC=C1)[C@@](C(=O)O)(O)C ((S)-phenyl lactic acid), [H-].[H-].[H-].[H-].[Li+].[Al+3] (LiAlH4), O1CCCC1 (tetrahydrofuran), O (water), [OH-].[Na+] (NaOH), O1CCCC1 (THF). Reaction conditions: time 2 hour. Yields the product OC[C@H](CC1=CC=CC=C1)O ((S)-1,2-dihydroxy-3-phenyl-propane). RXN SMILES: [H-].[H-].[H-].[H-].[Li+].[Al+3].[C:7]1([C@:13](C)(O)[C:14]([OH:16])=O)[CH:12]=[CH:11][CH:10]=[CH:9][CH:8]=1.O.[OH-].[Na+].[O:22]1CCC[CH2:23]1>>[OH:22][CH2:23][C@@H:14]([OH:16])[CH2:13][C:7]1[CH:8]=[CH:9][CH:10]=[CH:11][CH:12]=1 |f:0.1.2.3.4.5,8.9|. Procedure: There were dropped into a suspension of 50 grams of LiAlH4 in 750 ml of tetrahydrofuran (THF) cooled to 0° C. within 3 hours 83.1 grams of (S)-phenyl lactic acid dissolved in 250 ml of THF. The reaction mixture was boiled for 2 hours under reflux, after cooling treated portionwise with water and 43 ml of 4 N-NaOH and boiled for 0.5 hour under reflux. The white precipitate was filtered off and carefully washed with hot THF. The solvent was distilled off from the combined filtrates and the crude p...